From a dataset of the Open Reaction Database (ORD), a public repository of structured organic reaction records. describe an organic reaction: reactants, conditions, products, and yield Starting materials: II (iodine), O.S(=S)(=O)([O-])[O-].[Na+].[Na+] (sodium thiosulfate water), BrC=1C2=CC=CC=C2C(=C2C=CC=CC12)C1=CC=CC=C1 (9-bromo-10-phenylanthracene), [Li]CCCC (n-BuLi). Solvent: C1CCOC1 (THF), O1CCCC1 (tetrahydrofuran). Run at time 1 hour. The product is IC=1C2=CC=CC=C2C(=C2C=CC=CC12)C1=CC=CC=C1 (9-iodo-10-phenylanthracene). Isolated yield 83.0%. As a reaction SMILES: Br[C:2]1[C:3]2[C:8]([C:9]([C:16]3[CH:21]=[CH:20][CH:19]=[CH:18][CH:17]=3)=[C:10]3[C:15]=1[CH:14]=[CH:13][CH:12]=[CH:11]3)=[CH:7][CH:6]=[CH:5][CH:4]=2.[Li]CCCC.[I:27]I.O.S([O-])([O-])(=O)=S.[Na+].[Na+]>O1CCCC1>[I:27][C:2]1[C:3]2[C:8]([C:9]([C:16]3[CH:21]=[CH:20][CH:19]=[CH:18][CH:17]=3)=[C:10]3[C:15]=1[CH:14]=[CH:13][CH:12]=[CH:11]3)=[CH:7][CH:6]=[CH:5][CH:4]=2 |f:3.4.5.6|. Reported procedure: 3.33 g (10 mmol) of 9-bromo-10-phenylanthracene was dissolved in 80 ml of tetrahydrofuran (abbreviation: THF), and the temperature was lowered to −78° C. 7.5 ml (12.0 mmol) of n-BuLi (1.6M) was dropped into the reaction solution by a dropping funnel, and it was stirred for 1 hour. A solution in which 5 g (20.0 mmol) of iodine was dissolved in 20 ml of THF was dropped and stirred for 2 hours at −78° C. After reaction, a sodium thiosulfate water solution was added to stop the reaction. An organic ... Starting materials: [Al+3], ClCCCl, CC(=O)Cl, CC1(C)CCSc2ccccc21, [Cl-], [Cl-], [Cl-]. The product is CC(=O)c1ccc2c(c1)C(C)(C)CCS2. Reaction SMILES: [Al+3:14].[CH2:21]([Cl:22])[CH2:23][Cl:24].[CH3:17][C:18]([Cl:19])=[O:20].[CH3:1][C:2]1([CH3:12])[CH2:3][CH2:4][S:5][c:6]2[cH:7][cH:8][cH:9][cH:10][c:11]21.[Cl-:13].[Cl-:15].[Cl-:16]>>[CH3:1][C:2]1([CH3:12])[CH2:3][CH2:4][S:5][c:6]2[cH:7][cH:8][c:9]([C:18]([CH3:17])=[O:20])[cH:10][c:11]21. The reactants are N1CCOCC1 (Morpholine), FC=1C=CC(=C(C1)C)[N+](=O)[O-] (5-Fluoro-2-nitrotoluene), BrN1C(CCC1=O)=O (N-bromosuccinimide), C(C1=CC=CC=C1)(=O)OOC(C1=CC=CC=C1)=O (benzoyl peroxide), Cl (HCl). Run in C1CCOC1 (THF), C(Cl)(Cl)(Cl)Cl (CCl4). Conditions: time 1 hour. Yields the product FC=1C=CC(=C(CN2CCOCC2)C1)[N+](=O)[O-] (4-(5-Fluoro-2-nitrobenzyl)morpholine). The yield is 18.7%. Reaction SMILES: [F:1][C:2]1[CH:3]=[CH:4][C:5]([N+:9]([O-:11])=[O:10])=[C:6]([CH3:8])[CH:7]=1.BrN1C(=O)CCC1=O.C(OOC(=O)C1C=CC=CC=1)(=O)C1C=CC=CC=1.[NH:38]1[CH2:43][CH2:42][O:41][CH2:40][CH2:39]1.Cl>C(Cl)(Cl)(Cl)Cl.C1COCC1>[F:1][C:2]1[CH:3]=[CH:4][C:5]([N+:9]([O-:11])=[O:10])=[C:6]([CH:7]=1)[CH2:8][N:38]1[CH2:43][CH2:42][O:41][CH2:40][CH2:39]1. Procedure: 5-Fluoro-2-nitrotoluene (1.55 g, 10 mmol), N-bromosuccinimide (1.82 g, 10 mmol), and benzoyl peroxide (0.1 g, 0.4 mmol) were dissolved in CCl4 (50 mL), heated at reflux, and irradiated with light (100 W bulb) for 4 hours. The reaction mixture was filtered and concentrated. The residue was dissolved in THF (50 mL). Morpholine (1.9 g, 22 mmol) was added to the THF solution. The mixture was stirred at ambient temperature for 1 hour and then filtered. The solvent of the filtrate was evaporated. The ... Starting materials: B(Br)(Br)Br (boron tribromide), O (Water), C([O-])(O)=O.[Na+] (sodium bicarbonate), C[C@@H]1CN(C[C@@H](N1)C)C=1C=CC(=C(C1)NS(=O)(=O)C=1SC(=CC1)C1=NC=CC=C1)OC (N-[5-(cis-3,5-Dimethyl-1-piperazinyl)-2-(methyloxy)phenyl]-5-(2-pyridinyl)-2-thiophenesulfonamide), B(Br)(Br)Br (boron tribromide). The solvent is ClCCl (dichloromethane), CO (methanol), ClCCl (dichloromethane), ClCCl (dichloromethane). Reaction conditions: time 8 hour. Yields the product C[C@@H]1CN(C[C@@H](N1)C)C=1C=CC(=C(C1)NS(=O)(=O)C=1SC(=CC1)C1=NC=CC=C1)O (N-[5-(cis-3,5-Dimethyl-1-piperazinyl)-2-hydroxyphenyl]-5-(2-pyridinyl)-2-thiophenesulfonamide). As a reaction SMILES: [CH3:1][C@H:2]1[NH:7][C@@H:6]([CH3:8])[CH2:5][N:4]([C:9]2[CH:10]=[CH:11][C:12]([O:30]C)=[C:13]([NH:15][S:16]([C:19]3[S:20][C:21]([C:24]4[CH:29]=[CH:28][CH:27]=[CH:26][N:25]=4)=[CH:22][CH:23]=3)(=[O:18])=[O:17])[CH:14]=2)[CH2:3]1.B(Br)(Br)Br.O.C(=O)(O)[O-].[Na+]>ClCCl.CO>[CH3:8][C@H:6]1[NH:7][C@@H:2]([CH3:1])[CH2:3][N:4]([C:9]2[CH:10]=[CH:11][C:12]([OH:30])=[C:13]([NH:15][S:16]([C:19]3[S:20][C:21]([C:24]4[CH:29]=[CH:28][CH:27]=[CH:26][N:25]=4)=[CH:22][CH:23]=3)(=[O:18])=[O:17])[CH:14]=2)[CH2:5]1 |f:3.4|. Reported procedure: N-[5-(cis-3,5-Dimethyl-1-piperazinyl)-2-(methyloxy)phenyl]-5-(2-pyridinyl)-2-thiophenesulfonamide (E13) (277 mg, 0.66 mmol) was dissolved in dichloromethane (5 ml) and treated with 1M boron tribromide in dichloromethane (1.8 ml, 1.8 mol) for 4.5 hours. Further 1M boron tribromide in dichloromethane (3 ml, 3 mmol) was added and the mixture stirred at room temperature overnight. Water and methanol were cautiously added and the solution basified to pH9 with saturated aqueous sodium bicarbonate solu... Reactants: CN, CCO, CS(=O)(=O)OC1CCCN(c2ccc3c(NC(=O)CC4CCCCC4)c(Cl)ccc3n2)C1. The product is CNC1CCCN(c2ccc3c(NC(=O)CC4CCCCC4)c(Cl)ccc3n2)C1. RXN SMILES: [CH3:33][NH2:34].[CH3:35][CH2:36][OH:37].[Cl:1][c:2]1[c:3]([NH:23][C:24]([CH2:25][CH:26]2[CH2:27][CH2:28][CH2:29][CH2:30][CH2:31]2)=[O:32])[c:4]2[cH:5][cH:6][c:7]([N:12]3[CH2:13][CH:14]([O:18][S:19]([CH3:20])(=[O:21])=[O:22])[CH2:15][CH2:16][CH2:17]3)[n:8][c:9]2[cH:10][cH:11]1>>[Cl:1][c:2]1[c:3]([NH:23][C:24]([CH2:25][CH:26]2[CH2:27][CH2:28][CH2:29][CH2:30][CH2:31]2)=[O:32])[c:4]2[cH:5][cH:6][c:7]([N:12]3[CH2:13][CH:14]([NH:34][CH3:33])[CH2:15][CH2:16][CH2:17]3)[n:8][c:9]2[cH:10][cH:11]1. Starting materials: CC(C)(C)[Si](C)(C)Oc1ccc(Br)c2cc(C3CCOC3)oc12, CCCC[N+](CCCC)(CCCC)CCCC, [F-], C1CCOC1. Yields the product Oc1ccc(Br)c2cc(C3CCOC3)oc12. RXN SMILES: [Br:19][c:20]1[cH:21][cH:22][c:23]([O:34][Si:35]([C:36]([CH3:37])([CH3:38])[CH3:39])([CH3:40])[CH3:41])[c:24]2[c:25]1[cH:26][c:27]([CH:29]1[CH2:30][O:31][CH2:32][CH2:33]1)[o:28]2.[CH3:2][CH2:3][CH2:4][CH2:5][N+:6]([CH2:7][CH2:8][CH2:9][CH3:10])([CH2:11][CH2:12][CH2:13][CH3:14])[CH2:15][CH2:16][CH2:17][CH3:18].[F-:1].[O:42]1[CH2:43][CH2:44][CH2:45][CH2:46]1>>[Br:19][c:20]1[cH:21][cH:22][c:23]([OH:34])[c:24]2[c:25]1[cH:26][c:27]([CH:29]1[CH2:30][O:31][CH2:32][CH2:33]1)[o:28]2. Starting materials: COC1=CC(=C(C=C1)NS(=O)(=O)C)C (N-(4-methoxy-2-methyl-phenyl)-methanesulfonamide), [H-].[Na+] (sodium hydride), CI (methyl iodide), CI (methyl iodide). The solvent is CN(C)C=O (DMF), Cl (HCl). Run at time 2 hour. The product is COC1=CC(=C(C=C1)N(S(=O)(=O)C)C)C (N-(4-Methoxy-2-methyl-phenyl)-N-methyl-methanesulfonamide). As a reaction SMILES: [CH3:1][O:2][C:3]1[CH:8]=[CH:7][C:6]([NH:9][S:10]([CH3:13])(=[O:12])=[O:11])=[C:5]([CH3:14])[CH:4]=1.[H-].[Na+].[CH3:17]I>CN(C=O)C.Cl>[CH3:1][O:2][C:3]1[CH:8]=[CH:7][C:6]([N:9]([CH3:17])[S:10]([CH3:13])(=[O:12])=[O:11])=[C:5]([CH3:14])[CH:4]=1 |f:1.2|. Procedure: To a solution of 860 mg (4.0 mmol) N-(4-methoxy-2-methyl-phenyl)-methanesulfonamide in 15 ml DMF at ambient temperature was added 192 mg (48 mmol) 60% sodium hydride dispersion and the resulting mixture was treated with 1.14 gm, 0.5 ml (8.0 mmol) methyl iodide. The reaction mixture was stirred at room temperature for 2 hours and 0.5 ml of methyl iodide was introduced and the reaction mixture was stirred at room temperature for 16 hours. The reaction mixture was diluted with 1N HCl and then extra... The reactants are [BH4-].[Na+] (sodium borohydride), COCCOC1=CC=C(C=C1)[C@H]1[C@@H](NC(O1)=O)C(=O)OC ((4R,5S)-methyl 5-(4-(2-methoxyethoxy)phenyl)-2-oxooxazolidine-4-carboxylate), Cl (HCl). Solvent: CCO (EtOH). Run at time 0.5 hour. Yields the product OC[C@@H]1NC(O[C@H]1C1=CC=C(C=C1)OCCOC)=O ((4S,5S)-4-(Hydroxymethyl)-5-(4-(2-methoxyethoxy)phenyl)oxazolidin-2-one). Yield: 86.5%. Reaction SMILES: [CH3:1][O:2][CH2:3][CH2:4][O:5][C:6]1[CH:11]=[CH:10][C:9]([C@@H:12]2[O:16][C:15](=[O:17])[NH:14][C@H:13]2[C:18](OC)=[O:19])=[CH:8][CH:7]=1.[BH4-].[Na+].Cl>CCO>[OH:19][CH2:18][C@H:13]1[C@H:12]([C:9]2[CH:8]=[CH:7][C:6]([O:5][CH2:4][CH2:3][O:2][CH3:1])=[CH:11][CH:10]=2)[O:16][C:15](=[O:17])[NH:14]1 |f:1.2|. Reported procedure: To a suspension of (4R,5S)-methyl 5-(4-(2-methoxyethoxy)phenyl)-2-oxooxazolidine-4-carboxylate (2.30 g, 7.79 mmol) in EtOH (45 mL) was added in portions at 0-5° C. sodium borohydride (648 mg, 17.1 mmol). The reaction mixture was stirred for 0.5 h at RT and then acidified with 4M aqueous HCl (10 mL) at 0-5° C. The reaction mixture was concentrated and the product was extracted with EtOAc. Combined extracts were washed with brine, dried over MgSO4, filtered and concentrated to afford the title com... Reactants: CCOC(=O)Cc1c(C)[nH]c2ccc(OC)cc12, COc1ccc2c(c1)c(CC(=O)O)c(C)n2Cc1ccc(Cl)cc1, ClCc1ccc(Cl)cc1. The product is CCOC(=O)Cc1c(C)n(Cc2ccc(Cl)cc2)c2ccc(OC)cc12. As a reaction SMILES: [CH2:25]([CH3:26])[O:27][C:28](=[O:29])[CH2:30][c:31]1[c:32]2[c:33]([cH:34][cH:35][c:36]([O:37][CH3:38])[cH:39]2)[nH:40][c:41]1[CH3:42].[Cl:1][c:2]1[cH:3][cH:4][c:5]([CH2:8][n:9]2[c:10]([CH3:24])[c:11]([CH2:20][C:21](=[O:22])[OH:23])[c:12]3[cH:13][c:14]([O:18][CH3:19])[cH:15][cH:16][c:17]23)[cH:6][cH:7]1.[Cl:43][c:44]1[cH:45][cH:46][c:47]([CH2:48][Cl:49])[cH:50][cH:51]1>>[Cl:1][c:2]1[cH:3][cH:4][c:5]([CH2:8][n:9]2[c:10]([CH3:24])[c:11]([CH2:20][C:21]([O:22][CH2:25][CH3:26])=[O:23])[c:12]3[cH:13][c:14]([O:18][CH3:19])[cH:15][cH:16][c:17]23)[cH:6][cH:7]1.